The task is: describe an organic reaction: reactants, conditions, products, and yield. This data is from the Open Reaction Database (ORD), a public repository of structured organic reaction records. Yields the product CC(=O)O[C@H]1CC=2C=CC=CC2N(C3=C1C=CC=C3)C(=O)N (Eslicarbazapine Acetate). RXN SMILES: [CH:1]1[CH:2]=[CH:3][C:4]2[N:15]([C:16]([NH2:18])=[O:17])[C:14]3[CH:13]=[CH:12][CH:11]=[CH:10][C:9]=3[C@@H:8]([OH:19])[CH2:7][C:5]=2[CH:6]=1.CN(C1C=CC=CN=1)C.[C:29](OC(=O)C)(=[O:31])[CH3:30].Cl>O.ClCCl.C(N(CC)CC)C>[CH3:30][C:29]([O:19][C@@H:8]1[C:9]2[CH:10]=[CH:11][CH:12]=[CH:13][C:14]=2[N:15]([C:16]([NH2:18])=[O:17])[C:4]2[CH:3]=[CH:2][CH:1]=[CH:6][C:5]=2[CH2:7]1)=[O:31]. Procedure details: To a solution of eslicarbazepine (30 gm), triethylamine (19.7 gm), dimethylaminopyridine (0.15 gm), and dichloromethane (150 mL), acetic anhydride (14.5 mL in 14.5 mL dichloromethane) was added and solution was stirred at about 20-25° C. for about 3 hrs. The resulting solution was cooled to about 10-15° C. To the resulting solution water (90 mL) was added followed by addition of HCl till pH of the resulting solution was 1-2. Organic layer was separated and washed with water. Water was added to o... Starting materials: Cl (HCl), C=1C=CC2=C(C1)C[C@@H](C=3C=CC=CC3N2C(=O)N)O (eslicarbazepine), CN(C)C1=NC=CC=C1 (dimethylaminopyridine), C(C)(=O)OC(C)=O (acetic anhydride). Run at temperature 22.5 celsius, time 3 hour. Solvent: ClCCl (dichloromethane), C(C)N(CC)CC (triethylamine), O (water). Starting materials: CC(=O)Cl, CN(C)c1ccccc1, Cc1ccccc1, CCOC(=O)c1ccc(N)c([N+](=O)[O-])c1, O. Product: CCOC(=O)c1ccc(NC(C)=O)c([N+](=O)[O-])c1. As a reaction SMILES: [CH3:1][C:2]([Cl:3])=[O:4].[CH3:20][N:21]([c:22]1[cH:23][cH:24][cH:25][cH:26][cH:27]1)[CH3:28].[CH3:29][c:30]1[cH:31][cH:32][cH:33][cH:34][cH:35]1.[NH2:5][c:6]1[c:7]([N+:17](=[O:18])[O-:19])[cH:8][c:9]([C:10](=[O:11])[O:12][CH2:13][CH3:14])[cH:15][cH:16]1.[OH2:36]>>[CH3:1][C:2](=[O:4])[NH:5][c:6]1[c:7]([N+:17](=[O:18])[O-:19])[cH:8][c:9]([C:10](=[O:11])[O:12][CH2:13][CH3:14])[cH:15][cH:16]1. Starting materials: C(#N)C1=C(N(C(N([C@@H]1C1=C(C=C(C=C1)C#N)S(=O)(=O)C)C(=O)OC1=CC=C(C=C1)[N+](=O)[O-])=O)C1=CC(=CC=C1)C(F)(F)F)C (4-nitrophenyl (6S)-5-cyano-6-[4-cyano-2-(methylsulfonyl)phenyl]-4-methyl-2-oxo-3-[3-(trifluoromethyl)phenyl]-3,6-dihydropyrimidine-1(2H)-carboxylate), OCCN1CCNCC1 (N-(2-hydroxyethyl)piperazine). Solvent: C(C)#N (acetonitrile). The product is C(#N)C1=CC(=C(C=C1)[C@H]1N(C(N(C(=C1C#N)C)C1=CC(=CC=C1)C(F)(F)F)=O)C(=O)N1CCN(CC1)CCO)S(=O)(=O)C ((4S)-4-[4-Cyano-2-(methylsulfonyl)phenyl]-3-{[4-(2-hydroxyethyl)piperazin-1-yl]carbonyl}-6-methyl-2-oxo-1-[3-(trifluoromethyl)phenyl]-1,2,3,4-tetrahydropyrimidine-5-carbonitrile). RXN SMILES: [C:1]([C:3]1[C@@H:8]([C:9]2[CH:14]=[CH:13][C:12]([C:15]#[N:16])=[CH:11][C:10]=2[S:17]([CH3:20])(=[O:19])=[O:18])[N:7]([C:21](OC2C=CC([N+]([O-])=O)=CC=2)=[O:22])[C:6](=[O:33])[N:5]([C:34]2[CH:39]=[CH:38][CH:37]=[C:36]([C:40]([F:43])([F:42])[F:41])[CH:35]=2)[C:4]=1[CH3:44])#[N:2].[OH:45][CH2:46][CH2:47][N:48]1[CH2:53][CH2:52][NH:51][CH2:50][CH2:49]1>C(#N)C>[C:15]([C:12]1[CH:13]=[CH:14][C:9]([C@@H:8]2[C:3]([C:1]#[N:2])=[C:4]([CH3:44])[N:5]([C:34]3[CH:39]=[CH:38][CH:37]=[C:36]([C:40]([F:41])([F:43])[F:42])[CH:35]=3)[C:6](=[O:33])[N:7]2[C:21]([N:51]2[CH2:52][CH2:53][N:48]([CH2:47][CH2:46][OH:45])[CH2:49][CH2:50]2)=[O:22])=[C:10]([S:17]([CH3:20])(=[O:19])=[O:18])[CH:11]=1)#[N:16]. Procedure details: According to the General Procedure 1, 4-nitrophenyl (6S)-5-cyano-6-[4-cyano-2-(methylsulfonyl)phenyl]-4-methyl-2-oxo-3-[3-(trifluoromethyl)phenyl]-3,6-dihydropyrimidine-1(2H)-carboxylate (78 mg, 0.125 mmol; Example 6A) was reacted with N-(2-hydroxyethyl)piperazine (48.7 mg, 0.374 mmol) in acetonitrile (1.0 ml) to give the target compound (68 mg, 85% of theory). The reactants are BrCC1CC=2C(=C3C=C(C(NC3=C(C2)C)=O)C)O1 (2-Bromomethyl-5,8-dimethyl-2,3,6,7-tetrahydrofuro[2,3-f]quinoline-7-one), [N-]=[N+]=[N-].[Na+] (sodium azide), CN(C=O)C (dimethylformamide), resultant residue. Run in C(Cl)(Cl)Cl (chloroform). Run at temperature 100 celsius, time 1 hour. Yields the product N(=[N+]=[N-])CC1CC=2C(=C3C=C(C(NC3=C(C2)C)=O)C)O1 (2-Azidomethyl-5,8-dimethyl-2,3,6,7-tetrahydrofuro[2,3-f]quinoline-7-one). The yield is 93.7%. Reaction SMILES: Br[CH2:2][CH:3]1[O:18][C:6]2=[C:7]3[C:12](=[C:13]([CH3:15])[CH:14]=[C:5]2[CH2:4]1)[NH:11][C:10](=[O:16])[C:9]([CH3:17])=[CH:8]3.[N-:19]=[N+:20]=[N-:21].[Na+].CN(C)C=O>C(Cl)(Cl)Cl>[N:19]([CH2:2][CH:3]1[O:18][C:6]2=[C:7]3[C:12](=[C:13]([CH3:15])[CH:14]=[C:5]2[CH2:4]1)[NH:11][C:10](=[O:16])[C:9]([CH3:17])=[CH:8]3)=[N+:20]=[N-:21] |f:1.2|. Procedure: To 2-Bromomethyl-5,8-dimethyl-2,3,6,7-tetrahydrofuro[2,3-f]quinoline-7-one (3.36 g, 10.9 mmol) and sodium azide (5.1 g, 78.5 mmol), dimethylformamide (73.2 ml) were added, and stirred for 1 hour in a bath at 100° C. After cooling, the mixture was condensed, and the resultant residue was dissolved in chloroform, which was washed with water and dried. After condensation, the precipitated crystals were subjected to recrystallization (chloroform-ether) to obtain 2.76 g of the title compound as color... The reactants are B(F)(F)F.CCOCC (Boron trifluoride etherate), ClC1=CC=C2C(C(=CN(C2=C1)C)C(=O)OCC)=O (ethyl 7-chloro-1-methyl-4-oxo-1,4-dihydroquinoline-3-carboxylate), B(F)(F)F.CCOCC (boron trifluoride etherate), CN (methylamine), CN (methylamine), B(F)(F)F.CCOCC (boron trifluoride etherate), CN (methylamine). The solvent is IMS, IMS, IMS. Reaction conditions: time 16 hour. Product: ClC1=CC=C2C(C(=CN(C2=C1)C)C(=O)NC)=O (7-chloro-1,N-dimethyl-4-oxo-1,4-dihydroquinoline-3-carboxamide). RXN SMILES: B(F)(F)F.CCOCC.[Cl:10][C:11]1[CH:20]=[C:19]2[C:14]([C:15](=[O:27])[C:16]([C:22](OCC)=[O:23])=[CH:17][N:18]2[CH3:21])=[CH:13][CH:12]=1.[CH3:28][NH2:29]>>[Cl:10][C:11]1[CH:20]=[C:19]2[C:14]([C:15](=[O:27])[C:16]([C:22]([NH:29][CH3:28])=[O:23])=[CH:17][N:18]2[CH3:21])=[CH:13][CH:12]=1 |f:0.1|. Reported procedure: Boron trifluoride etherate (5 ml) was added cautiously to a mixture of ethyl 7-chloro-1-methyl-4-oxo-1,4-dihydroquinoline-3-carboxylate (5 g) and a solution of methylamine in IMS (32%; 35 ml) and the mixture was boiled under reflux for 8 hours. The same quantities of boron trifluoride etherate and methylamine in IMS were added and the mixture was boiled under reflux for 24 hours. The same quantities of boron trifluoride etherate and methylamine in IMS were added and the mixture was boiled under ... Reactants: COc1ccc(Cl)nc1, ClCCl, O=C(OO)c1cccc(Cl)c1. The product is COc1ccc(Cl)[n+]([O-])c1. RXN SMILES: [Cl:1][c:2]1[n:3][cH:4][c:5]([O:8][CH3:9])[cH:6][cH:7]1.[Cl:21][CH2:22][Cl:23].[OH:10][O:11][C:12]([c:13]1[cH:14][c:15]([Cl:16])[cH:17][cH:18][cH:19]1)=[O:20]>>[Cl:1][c:2]1[n+:3]([O-:10])[cH:4][c:5]([O:8][CH3:9])[cH:6][cH:7]1. Procedure details: (4S,5R)-3-tert-Butoxycarbonyl-2,2-diethyl-4-phenyl-5-oxazolidinecarboxylic acid may be obtained under the conditions described in Example 6 for the preparation of (4S,5R)-3-tert-butoxycarbonyl-2,2-dimethyl-4-phenyl-5-oxazolidinecarboxylic acid. Thus, starting with 2.3 g of ethyl (4S,5R)-3-tert-butoxycarbonyl-2,2-diethyl-4-phenyl-5-oxazolidinecarboxylate, 1.7 g of (4S,5R)-3-tert-butoxycarbonyl-2,2-diethyl-4-phenyl-5-oxazolidinecarboxylic acid is obtained in the form of white crystals, melting poi... Isolated yield 79.8%. Reactants: C(C)(C)(C)OC(=O)N1C(O[C@H]([C@@H]1C1=CC=CC=C1)C(=O)O)(C)C ((4S,5R)-3-tert-butoxycarbonyl-2,2-dimethyl-4-phenyl-5-oxazolidinecarboxylic acid), C(C)(C)(C)OC(=O)N1C(O[C@H]([C@@H]1C1=CC=CC=C1)C(=O)OCC)(CC)CC (ethyl (4S,5R)-3-tert-butoxycarbonyl-2,2-diethyl-4-phenyl-5-oxazolidinecarboxylate). Yields the product C(C)(C)(C)OC(=O)N1C(O[C@H]([C@@H]1C1=CC=CC=C1)C(=O)O)(CC)CC ((4S,5R)-3-tert-butoxycarbonyl-2,2-diethyl-4-phenyl-5-oxazolidinecarboxylic acid). As a reaction SMILES: C(OC(N1[C@@H](C2C=CC=CC=2)[C@H](C(O)=O)OC1(C)C)=O)(C)(C)C.[C:24]([O:28][C:29]([N:31]1[C@@H:35]([C:36]2[CH:41]=[CH:40][CH:39]=[CH:38][CH:37]=2)[C@H:34]([C:42]([O:44]CC)=[O:43])[O:33][C:32]1([CH2:49][CH3:50])[CH2:47][CH3:48])=[O:30])([CH3:27])([CH3:26])[CH3:25]>>[C:24]([O:28][C:29]([N:31]1[C@@H:35]([C:36]2[CH:37]=[CH:38][CH:39]=[CH:40][CH:41]=2)[C@H:34]([C:42]([OH:44])=[O:43])[O:33][C:32]1([CH2:49][CH3:50])[CH2:47][CH3:48])=[O:30])([CH3:27])([CH3:26])[CH3:25].